From a dataset of the Open Reaction Database (ORD), a public repository of structured organic reaction records. describe an organic reaction: reactants, conditions, products, and yield Starting materials: N=1OCC2C1COCC2 ((±)-3,3a,4,5-tetrahydro-7H-pyrano[3,4-c]isoxazole), [Cl-].[NH4+] (ammonium chloride), C1CCOC1 (THF), BrC1=CC=CC=2OC(OC21)(F)F (4-bromo-2,2-difluoro-1,3-benzodioxol). Solvent: C1(=CC=CC=C1)C (toluene), C1(=CC=CC=C1)C.C1CCOC1 (toluene THF). Conditions: temperature -78 celsius, time 2 hour. The product is FC1(OC2=C(O1)C=CC=C2[C@@]21NOC[C@@H]2CCOC1)F ((±)-(3aR*,7aS*)-7a-(2,2-difluorobenzo[1,3]dioxol-4-yl)hexahydropyrano[3,4-c]isoxazole). As a reaction SMILES: C1COCC1.Br[C:7]1[C:15]2[O:14][C:13]([F:17])([F:16])[O:12][C:11]=2[CH:10]=[CH:9][CH:8]=1.[N:18]1[O:19][CH2:20][CH:21]2[CH2:26][CH2:25][O:24][CH2:23][C:22]=12.[Cl-].[NH4+]>C1(C)C=CC=CC=1.C1(C)C=CC=CC=1.C1COCC1>[F:16][C:13]1([F:17])[O:12][C:11]2[CH:10]=[CH:9][CH:8]=[C:7]([C@:22]34[CH2:23][O:24][CH2:25][CH2:26][C@H:21]3[CH2:20][O:19][NH:18]4)[C:15]=2[O:14]1 |f:3.4,6.7|. Procedure details: THF (2.0 ml) was added to a solution of 4-bromo-2,2-difluoro-1,3-benzodioxol (1.96 g) in toluene (20 ml). The mixture was cooled to −78° C., and a solution of (±)-3,3a,4,5-tetrahydro-7H-pyrano[3,4-c]isoxazole obtained in Preparation Example 1-(2) (500 mg) in toluene-THF (10:1) (10 ml) and a boron trifluoride-diethyl ether complex (990 μl) were added dropwise at the same time. After stirring at the same temperature for two hours, an ammonium chloride solution was added to terminate the reaction. ... Starting materials: O (water), C(C)C(CO)CCCC (2-Ethylhexanol), N1=CC=CC=C1 (pyridine), C1(=CC=C(C=C1)S(=O)(=O)Cl)C (p-toluenesulfonyl chloride). Run in CCOCC (ether). Reaction conditions: temperature -5 celsius, time 3 hour. Product: C1(=CC=C(C=C1)S(=O)(=O)OCC(CCCC)CC)C (2-ethyhexanyl p-toluenesulfonate). RXN SMILES: [CH2:1]([CH:3]([CH2:6][CH2:7][CH2:8][CH3:9])[CH2:4][OH:5])[CH3:2].N1C=CC=CC=1.[C:16]1([CH3:26])[CH:21]=[CH:20][C:19]([S:22](Cl)(=[O:24])=[O:23])=[CH:18][CH:17]=1.O>CCOCC>[C:16]1([CH3:26])[CH:21]=[CH:20][C:19]([S:22]([O:5][CH2:4][CH:3]([CH2:1][CH3:2])[CH2:6][CH2:7][CH2:8][CH3:9])(=[O:24])=[O:23])=[CH:18][CH:17]=1. Procedure details: 2-Ethylhexanol (50.51 g, 0.384 mol) and pyridine (260 mL) are combined in a flask fired with a condenser, internal thermometer, mechanical stirrer and argon inlet. The solution is cooled to -5° C. and to it is added p-toluenesulfonyl chloride (89.63 g, 0.416 mol) in portions via Gooch tubing so as to maintain the reaction temperature -5°-5° C. After 3 h, water (40 mL) is added in portions so as to keep the temperature of the reaction below 5° C. The reaction mixture is warmed to room temperature... Starting materials: COP(=S)(OC)Cl (dimethylchlorothiophosphate), C(Cl)(Cl)(Cl)Cl (carbon tetrachloride), C(C)(C)NN (isopropylhydrazine), C([O-])([O-])=O.[K+].[K+] (potassium carbonate). The reagents and catalysts are [Cl-].C(C)[N+](CC1=CC=CC=C1)(CC)CC (triethylbenzyl ammonium chloride). The solvent is ClCCl (dichloromethane), ClCCl (dichloromethane). Product: CN(NP(=S)(OC)OC)C(C)C (1-Methyl-1-Isopropyl-2-Dimethoxythiophosphoryl Hydrazine). The yield is 30.6%. RXN SMILES: [CH:1]([NH:4][NH2:5])([CH3:3])[CH3:2].[C:6](=O)([O-])[O-].[K+].[K+].C(Cl)(Cl)(Cl)Cl.[CH3:17][O:18][P:19](Cl)([O:21][CH3:22])=[S:20]>[Cl-].C([N+](CC)(CC)CC1C=CC=CC=1)C.ClCCl>[CH3:6][N:4]([CH:1]([CH3:3])[CH3:2])[NH:5][P:19]([O:21][CH3:22])([O:18][CH3:17])=[S:20] |f:1.2.3,6.7|. Procedure details: A mixture of isopropylhydrazine (7.42 g, 0.1 mole), potassium carbonate (20.73 g, 0.15 mole) and triethylbenzyl ammonium chloride (0.3 g, 0.0013 mole was stirred vigorously at reflux with dichloromethane (100 ml) and carbon tetrachloride (60 ml) for 30 minutes. A solution of dimethylchlorothiophosphate (16.6 g, 0.1 mole) in dichloromethane (20 ml) was then added dropwise to this refluxing mixture and the mixture stirred and refluxed for an additional 20 hours. The mixture was then filtered and t... Starting materials: [H][H] (hydrogen), [H][H] (hydrogen), N1(C=NC2=C1C=CC=C2)CCCN (1H-benzimidazole-1-propanamine), C(C1=CC=CC=C1)=O (benzaldehyde). Reagents/catalysts: [Pd] (palladium on charcoal). The solvent is C(C)O (ethanol), C(C)O (ethanol). Yields the product C(C1=CC=CC=C1)NCCCN1C=NC2=C1C=CC=C2 (N-benzyl-1H-benzimidazole-1-propanamine). As a reaction SMILES: [H][H].[N:3]1([CH2:12][CH2:13][CH2:14][NH2:15])[C:7]2[CH:8]=[CH:9][CH:10]=[CH:11][C:6]=2[N:5]=[CH:4]1.[CH:16](=O)[C:17]1[CH:22]=[CH:21][CH:20]=[CH:19][CH:18]=1>[Pd].C(O)C>[CH2:16]([NH:15][CH2:14][CH2:13][CH2:12][N:3]1[C:7]2[CH:8]=[CH:9][CH:10]=[CH:11][C:6]=2[N:5]=[CH:4]1)[C:17]1[CH:22]=[CH:21][CH:20]=[CH:19][CH:18]=1. Procedure details: 0.5 Gram of 10% palladium on charcoal was prehydrogenated in 100 ml. of absolute ethanol until the uptake of hydrogen stopped. Then, a solution of 10 grams of 1H-benzimidazole-1-propanamine and 6.7 grams of benzaldehyde in 50 ml. of absolute ethanol was added and the mixture was stirred at atmospheric pressure and room temperature under hydrogen until the calculated amount of hydrogen was taken up. The catalyst was then removed by filtration and the solvent was evaporated to leave N-benzyl-1H-be... The reactants are CN(C)C1CCCCC1O, COC(=O)c1cc(O)no1. Yields the product COC(=O)c1cc(OC2CCCCC2N(C)C)no1. Reaction SMILES: [CH3:11][N:12]([CH:13]1[CH:14]([OH:19])[CH2:15][CH2:16][CH2:17][CH2:18]1)[CH3:20].[OH:1][c:2]1[n:3][o:4][c:5]([C:7](=[O:8])[O:9][CH3:10])[cH:6]1>>[O:1]([c:2]1[n:3][o:4][c:5]([C:7](=[O:8])[O:9][CH3:10])[cH:6]1)[CH:14]1[CH:13]([N:12]([CH3:11])[CH3:20])[CH2:18][CH2:17][CH2:16][CH2:15]1.